From a dataset of the Open Reaction Database (ORD), a public repository of structured organic reaction records. describe an organic reaction: reactants, conditions, products, and yield Starting materials: Cc1ccc(S(=O)(=O)n2ccc3c(Br)cccc32)cc1, COc1ccc(C)cc1S(=O)(=O)Cl. Yields the product COc1ccc(C)cc1S(=O)(=O)n1ccc2c(Br)cccc21. Reaction SMILES: [Br:1][c:2]1[c:3]2[cH:4][cH:5][n:6]([S:11]([c:12]3[cH:13][cH:14][c:15]([CH3:16])[cH:17][cH:18]3)(=[O:19])=[O:20])[c:7]2[cH:8][cH:9][cH:10]1.[CH3:21][O:22][c:23]1[c:24]([S:30](=[O:31])(=[O:32])[Cl:33])[cH:25][c:26]([CH3:29])[cH:27][cH:28]1>>[Br:1][c:2]1[c:3]2[cH:4][cH:5][n:6]([S:30]([c:24]3[c:23]([O:22][CH3:21])[cH:28][cH:27][c:26]([CH3:29])[cH:25]3)(=[O:31])=[O:32])[c:7]2[cH:8][cH:9][cH:10]1. The reactants are CCOC(=O)C1C(C=C(OC)C(F)(F)F)C1(C)C, CCO, [Na+], [OH-], O. Product: COC(=CC1C(C(=O)O)C1(C)C)C(F)(F)F. As a reaction SMILES: [CH2:1]([CH3:2])[O:3][C:4](=[O:5])[CH:6]1[C:7]([CH3:17])([CH3:18])[CH:8]1[CH:9]=[C:10]([C:11]([F:12])([F:13])[F:14])[O:15][CH3:16].[CH3:21][CH2:22][OH:23].[Na+:20].[OH-:19].[OH2:24]>>[O:3]=[C:4]([OH:5])[CH:6]1[C:7]([CH3:17])([CH3:18])[CH:8]1[CH:9]=[C:10]([C:11]([F:12])([F:13])[F:14])[O:15][CH3:16]. The reactants are N1=CNC2=C1C=CC(=C2)C(=O)NN (benzimidazol-5-carbohydrazide), O=P(Cl)(Cl)Cl (POCl3), TEA, C1(=CC=CC=C1)CCC(=O)Cl (phenylpropionylchloride). Product: C(CC1=CC=CC=C1)C1=NN=C(O1)C1=CC2=C(NC=N2)C=C1 (5-(5-Phenethyl-1,3,4-oxadiazol-2-yl)-1H-benzo[d]imidazole). RXN SMILES: [N:1]1[C:5]2[CH:6]=[CH:7][C:8]([C:10]([NH:12][NH2:13])=[O:11])=[CH:9][C:4]=2[NH:3][CH:2]=1.[C:14]1([CH2:20][CH2:21][C:22](Cl)=O)[CH:19]=[CH:18][CH:17]=[CH:16][CH:15]=1.O=P(Cl)(Cl)Cl>>[CH2:21]([C:22]1[O:11][C:10]([C:8]2[CH:7]=[CH:6][C:5]3[NH:1][CH:2]=[N:3][C:4]=3[CH:9]=2)=[N:12][N:13]=1)[CH2:20][C:14]1[CH:19]=[CH:18][CH:17]=[CH:16][CH:15]=1. Procedure details: The compound was synthesized starting from benzimidazol-5-carbohydrazide (176 mg, 1 mmol), TEA (0.153 ml; 1.1 mmol), phenylpropionylchloride (185 mg, 0.163 ml, 1.1 mmol) and POCl3 (0.5 ml; 5.5 mmol) as described in method 1; yield: 0.031 mg (10.7%); MS m/z: 291.3 [M+H]+; 1H-NMR (DMSO d6, 400 MHz): δ 3.09 (t, 2H, 3J=7.7 Hz); 3.25 (t, 2H, 3J=7.5 Hz); 7.15-7.19 (m, 1H); 7.23-7.27 (m, 4H); 7.84 (d, 1H, 3J=8.7 Hz); 7.92 (dd, 1H, 4J=1.7 Hz, 3J=8.7 Hz); 8.20 (br s, 1H); 8.87 (s, 1H); HPLC (METHOD [A]):... Reactants: solution, C(C)(C)(C)OC(=O)NC1=CC=CC2=CC(=C(C=C12)OC)OC (1-(N-tert-Butoxycarbonylamino)-6,7-dimethoxynaphthalene), [NH4+].[Cl-] (NH4Cl), ICCI (1,2-diiodoethane). The solvent is CCCCC (pentane), C(C)OCC (diethyl ether), COCCOC (DME), COCCOC (DME). Run at temperature -20 celsius, time 5 hour. The product is C(C)(C)(C)OC(=O)NC1=CC=C(C2=CC(=C(C=C12)OC)OC)I (1-(N-tert-Butoxycarbonylamino)-6,7-dimethoxy-4-iodonaphthalene). Reaction SMILES: [C:1]([O:5][C:6]([NH:8][C:9]1[C:18]2[C:13](=[CH:14][C:15]([O:21][CH3:22])=[C:16]([O:19][CH3:20])[CH:17]=2)[CH:12]=[CH:11][CH:10]=1)=[O:7])([CH3:4])([CH3:3])[CH3:2].[I:23]CCI.[NH4+].[Cl-]>CCCCC.C(OCC)C.COCCOC>[C:1]([O:5][C:6]([NH:8][C:9]1[C:18]2[C:13](=[CH:14][C:15]([O:21][CH3:22])=[C:16]([O:19][CH3:20])[CH:17]=2)[C:12]([I:23])=[CH:11][CH:10]=1)=[O:7])([CH3:4])([CH3:3])[CH3:2] |f:2.3|. Procedure details: t-Buthyllithium (2.7 mL of a 1.7 M solution in pentane, 4.61 mmol) was added to a solution of 1-(N-tert-Butoxycarbonylamino)-6,7-dimethoxynaphthalene (0.50 g, 1.65 mmol) in dry diethyl ether (5.0 mL) and dry DME (2.5 mL) at −40° C. under nitrogen. The resulting mixture was stirred at −20° C. for 5 h and then cooled to −78° C. A solution of 1,2-diiodoethane (1.30 g, 4.61 mmol) in dry DME was added and the resulting solution was allowed to warm to ambient temperature over several hours. Aq. NH4Cl ... Starting materials: ClCCNC=1C=C2COC(C2=CC1)=C1C(NC2=CC=CC=C12)=O (3-[5-(2-chloro-ethylamino)-3H-isobenzofuran-1-ylidene]-1,3-dihydro-indol-2-one), N1CCCCC1 (piperidine). Solvent: ice water. Conditions: temperature 110 celsius. Yields the product CHCl3 hexanes, N1(CCCCC1)CCNC=1C=C2COC(C2=CC1)=C1C(NC2=CC=CC=C12)=O (3-[5-(2-piperidin-1-yl-ethylamino)-3H-isobenzofuran-1-ylidene]-1,3-dihydro-indol-2-one). Yield: 89.3%. As a reaction SMILES: Cl[CH2:2][CH2:3][NH:4][C:5]1[CH:6]=[C:7]2[C:11](=[CH:12][CH:13]=1)[C:10](=[C:14]1[C:22]3[C:17](=[CH:18][CH:19]=[CH:20][CH:21]=3)[NH:16][C:15]1=[O:23])[O:9][CH2:8]2.[NH:24]1[CH2:29][CH2:28][CH2:27][CH2:26][CH2:25]1>>[N:24]1([CH2:2][CH2:3][NH:4][C:5]2[CH:6]=[C:7]3[C:11](=[CH:12][CH:13]=2)[C:10](=[C:14]2[C:22]4[C:17](=[CH:18][CH:19]=[CH:20][CH:21]=4)[NH:16][C:15]2=[O:23])[O:9][CH2:8]3)[CH2:29][CH2:28][CH2:27][CH2:26][CH2:25]1. Procedure: A mixture of 3-[5-(2-chloro-ethylamino)-3H-isobenzofuran-1-ylidene]-1,3-dihydro-indol-2-one (1.10 g, 3.37 mmol) and piperidine (8 ml, 80.9 mmol) was heated at 110° C. for 4 hours. After cooled to room temperature, the mixture was poured into an ice water (150 ml) with stirring. The solid was filtered, washed with water and dried to give a crude product. Trituration of the crude product with CHCl3/hexanes afforded 3-[5-(2-piperidin-1-yl-ethylamino)-3H-isobenzofuran-1-ylidene]-1,3-dihydro-indol-2-... Starting materials: C(C)OCC1C([C@H]1CO)(C1=CC=2C(CCC(C2C=C1)(C)C)(C)C)C ((±)-[(S)-3-Ethoxymethyl-2-methyl-2-(5,5,8,8-tetramethyl-5,6,7,8-tetrahydro-naphthalen-2-yl)-cyclopropyl]-methanol), CC12C(OC(CC1)(C2(C)C)C(=O)OC[C@@H]2[C@@]([C@@H]2COC)(C2=CC=1C(CCC(C1C=C2)(C)C)(C)C)C)=O ((1S, 2R, 3R)-3-Methoxymethyl-2-methyl-2-(5,5,8,8-tetramethyl-5,6,7,8-tetrahydro-naphthalen-2-yl)-cyclopropylmethyl 4,7,7-trimethyl-3-oxo-2-oxa-bicyclo[2.2.1]heptane-1-carboxylate), CC12C(OC(CC1)(C2(C)C)C(=O)OC[C@H]2[C@]([C@H]2COC)(C2=CC=1C(CCC(C1C=C2)(C)C)(C)C)C)=O ((1R, 2S, 3S)-3-Methoxymethyl-2-methyl-2-(5,5,8,8-tetramethyl-5,6,7,8-tetrahydro-naphthalen-2-yl)-cyclopropylmethyl 4,7,7-trimethyl-3-oxo-2-oxa-bicyclo[2.2.1]heptane-1-carboxylate). Product: CC12C(OC(CC1)(C2(C)C)C(=O)OC[C@@H]2[C@@]([C@@H]2COCC)(C2=CC=1C(CCC(C1C=C2)(C)C)(C)C)C)=O ((1S, 2R, 3R)-3-Ethoxymethyl-2-methyl-2-(5,5,8,8-tetramethyl-5,6,7,8-tetrahydro-naphthalen-2-yl)-cyclopropylmethyl 4,7,7-trimethyl-3-oxo-2-oxa-bicyclo[2.2.1]heptane-1-carboxylate), CC12C(OC(CC1)(C2(C)C)C(=O)OC[C@H]2[C@]([C@H]2COCC)(C2=CC=1C(CCC(C1C=C2)(C)C)(C)C)C)=O ((1R, 2S, 3S)-3-Ethoxymethyl-2-methyl-2-(5,5,8,8-tetramethyl-5,6,7,8-tetrahydro-naphthalen-2-yl)-cyclopropylmethyl 4,7,7-trimethyl-3-oxo-2-oxa-bicyclo[2.2.1]heptane-1-carboxylate). The yield is 49.0%. As a reaction SMILES: [CH3:1][C:2]12[C:8]([CH3:10])([CH3:9])[C:5]([C:11]([O:13][CH2:14][C@H:15]3[C@@H:17]([CH2:18][O:19][CH3:20])[C@@:16]3([CH3:35])[C:21]3[CH:30]=[CH:29][C:28]4[C:27]([CH3:32])([CH3:31])[CH2:26][CH2:25][C:24]([CH3:34])([CH3:33])[C:23]=4[CH:22]=3)=[O:12])([CH2:6][CH2:7]1)[O:4][C:3]2=[O:36].[CH3:37][C:38]12[C:44]([CH3:46])([CH3:45])[C:41]([C:47]([O:49][CH2:50][C@@H:51]3[C@H:53]([CH2:54][O:55][CH3:56])[C@:52]3([CH3:71])[C:57]3[CH:66]=[CH:65][C:64]4[C:63]([CH3:68])([CH3:67])[CH2:62][CH2:61][C:60]([CH3:70])([CH3:69])[C:59]=4[CH:58]=3)=[O:48])([CH2:42][CH2:43]1)[O:40][C:39]2=[O:72].[CH2:73](OCC1[C@H](CO)C1(C)C1C=CC2C(C)(C)CCC(C)(C)C=2C=1)C>>[CH3:1][C:2]12[C:8]([CH3:9])([CH3:10])[C:5]([C:11]([O:13][CH2:14][C@H:15]3[C@@H:17]([CH2:18][O:19][CH2:20][CH3:37])[C@@:16]3([CH3:35])[C:21]3[CH:30]=[CH:29][C:28]4[C:27]([CH3:32])([CH3:31])[CH2:26][CH2:25][C:24]([CH3:34])([CH3:33])[C:23]=4[CH:22]=3)=[O:12])([CH2:6][CH2:7]1)[O:4][C:3]2=[O:36].[CH3:37][C:38]12[C:44]([CH3:45])([CH3:46])[C:41]([C:47]([O:49][CH2:50][C@@H:51]3[C@H:53]([CH2:54][O:55][CH2:56][CH3:73])[C@:52]3([CH3:71])[C:57]3[CH:66]=[CH:65][C:64]4[C:63]([CH3:68])([CH3:67])[CH2:62][CH2:61][C:60]([CH3:70])([CH3:69])[C:59]=4[CH:58]=3)=[O:48])([CH2:42][CH2:43]1)[O:40][C:39]2=[O:72]. Procedure: Following a procedure, similar to that for the preparations of Intermediates 8a and 9a but using Intermediate 6b as the starting material afforded Intermediate 8b (62 mg, 50% yield) and Intermediate 9b (60 mg, 49% yield) as colorless oils: Starting materials: COC(=O)C1(CN2CCC(CNC(=O)OC(C)(C)C)CC2)CCCC1, ClCCl, O=C(O)C(F)(F)F. Yields the product COC(=O)C1(CN2CCC(CN)CC2)CCCC1. Reaction SMILES: [C:1]([O:2][C:3](=[O:4])[NH:8][CH2:9][CH:10]1[CH2:11][CH2:12][N:13]([CH2:16][C:17]2([C:22](=[O:23])[O:24][CH3:25])[CH2:18][CH2:19][CH2:20][CH2:21]2)[CH2:14][CH2:15]1)([CH3:5])([CH3:6])[CH3:7].[Cl:26][CH2:27][Cl:28].[OH:29][C:30]([C:31]([F:32])([F:33])[F:34])=[O:35]>>[NH2:8][CH2:9][CH:10]1[CH2:11][CH2:12][N:13]([CH2:16][C:17]2([C:22](=[O:23])[O:24][CH3:25])[CH2:18][CH2:19][CH2:20][CH2:21]2)[CH2:14][CH2:15]1. Reactants: BrC1=C(C=NC=C1)N(C(C1=CC(=CC(=C1)C(F)(F)F)C(F)(F)F)=O)C (N-(4-bromo-pyridin-3-yl)-N-methyl-3,5-bis-trifluoromethyl-benzamide), FC=1C=CC(=C(C1)B(O)O)OC (5-fluoro-2-methoxybenzeneboronic acid), C([O-])([O-])=O.[K+].[K+] (potassium carbonate). Reagents/catalysts: C=1C=CC(=CC1)[P](C=2C=CC=CC2)(C=3C=CC=CC3)[Pd]([P](C=4C=CC=CC4)(C=5C=CC=CC5)C=6C=CC=CC6)([P](C=7C=CC=CC7)(C=8C=CC=CC8)C=9C=CC=CC9)[P](C=1C=CC=CC1)(C=1C=CC=CC1)C=1C=CC=CC1 (Pd(PPh3)4). Run in CN(C)C=O (DMF). Conditions: temperature 100 celsius. Yields the product FC=1C=CC(=C(C1)C1=C(C=NC=C1)N(C(C1=CC(=CC(=C1)C(F)(F)F)C(F)(F)F)=O)C)OC (N-[4-(5-Fluoro-2-methoxy-phenyl)-pyridin-3-yl]-N-methyl-3,5-bis-trifluoromethyl-benzamide). RXN SMILES: Br[C:2]1[CH:7]=[CH:6][N:5]=[CH:4][C:3]=1[N:8]([CH3:25])[C:9](=[O:24])[C:10]1[CH:15]=[C:14]([C:16]([F:19])([F:18])[F:17])[CH:13]=[C:12]([C:20]([F:23])([F:22])[F:21])[CH:11]=1.[F:26][C:27]1[CH:28]=[CH:29][C:30]([O:36][CH3:37])=[C:31](B(O)O)[CH:32]=1.C(=O)([O-])[O-].[K+].[K+]>CN(C=O)C.C1C=CC([P]([Pd]([P](C2C=CC=CC=2)(C2C=CC=CC=2)C2C=CC=CC=2)([P](C2C=CC=CC=2)(C2C=CC=CC=2)C2C=CC=CC=2)[P](C2C=CC=CC=2)(C2C=CC=CC=2)C2C=CC=CC=2)(C2C=CC=CC=2)C2C=CC=CC=2)=CC=1>[F:26][C:27]1[CH:32]=[CH:31][C:30]([O:36][CH3:37])=[C:29]([C:2]2[CH:7]=[CH:6][N:5]=[CH:4][C:3]=2[N:8]([CH3:25])[C:9](=[O:24])[C:10]2[CH:15]=[C:14]([C:16]([F:19])([F:18])[F:17])[CH:13]=[C:12]([C:20]([F:23])([F:22])[F:21])[CH:11]=2)[CH:28]=1 |f:2.3.4,^1:52,54,73,92|. Procedure: To a solution of N-(4-bromo-pyridin-3-yl)-N-methyl-3,5-bis-trifluoromethyl-benzamide (100 mg, 0.23 mmol, example 25, intermediate a) and 5-fluoro-2-methoxybenzeneboronic acid (CAS RN 179897-94-0) (59.7 mg, 0.35 mmol) in dry DMF (3 mL) was added potassium carbonate (129.4 mg, 0.94 mmol) at 25° C. in a sealed tube and the reaction mixture was purged with argon for 10 min. Then Pd(PPh3)4 (27.05 mg, 0.023 mmol) was added and again purged with argon for 15 min. The reaction mixture was heated at 100°... Reactants: COC=1C=C(C(=O)O)C=CC1 (3-methoxy-benzoic acid), C(C)O.OS(=O)(=O)O (ethanol H2SO4). The product is C(C)OC(C1=CC(=CC=C1)OC)=O (3-Methoxy-benzoic acid ethyl ester), Title compound. Reaction SMILES: [CH3:1][O:2][C:3]1[CH:4]=[C:5]([CH:9]=[CH:10][CH:11]=1)[C:6]([OH:8])=[O:7].[CH2:12](O)[CH3:13].OS(O)(=O)=O>>[CH2:12]([O:7][C:6](=[O:8])[C:5]1[CH:9]=[CH:10][CH:11]=[C:3]([O:2][CH3:1])[CH:4]=1)[CH3:13] |f:1.2|. Procedure: 3-Methoxy-benzoic acid ethyl ester is prepared from 3-methoxy-benzoic acid using a standard protocol with ethanol/H2SO4 according to L.-F. Tietze & T. Eicher, Reactions and Syntheses in the Organic Chemistry Laboratory; University Science Books, Mill Valley, Calif., 1989). Title compound: b.p. 151° C. (25 mm Hg); single peak at tR=6.51 min (System 1).